This data is from the Open Reaction Database (ORD), a public repository of structured organic reaction records. The task is: describe an organic reaction: reactants, conditions, products, and yield Reactants: ClC1=C(C(=NN1C)C(F)F)C=O (5-chloro-3-(difluoromethyl)-1-methyl-1H-pyrazole-4-carbaldehyde), ClC=1C=C(C=CC1Cl)O (3,4-dichlorophenol), C([O-])([O-])=O.[K+].[K+] (potassium carbonate). Yields the product ClC=1C=C(OC2=C(C(=NN2C)C(F)F)C(=O)O)C=CC1Cl (5-(3,4-dichlorophenoxy)-3-(difluoromethyl)-1-methyl-1H-pyrazole-4-carboxylic acid). As a reaction SMILES: Cl[C:2]1[N:6]([CH3:7])[N:5]=[C:4]([CH:8]([F:10])[F:9])[C:3]=1[CH:11]=[O:12].[Cl:13][C:14]1[CH:15]=[C:16]([OH:21])[CH:17]=[CH:18][C:19]=1[Cl:20].C(=O)([O-])[O-:23].[K+].[K+]>>[Cl:13][C:14]1[CH:15]=[C:16]([CH:17]=[CH:18][C:19]=1[Cl:20])[O:21][C:2]1[N:6]([CH3:7])[N:5]=[C:4]([CH:8]([F:10])[F:9])[C:3]=1[C:11]([OH:12])=[O:23] |f:2.3.4|. Procedure details: The title compound was prepared using 5-chloro-3-(difluoromethyl)-1-methyl-1H-pyrazole-4-carbaldehyde and 3,4-dichlorophenol in the manner similar to the method in Production Example 1 above except potassium carbonate was used instead of potassium hydroxide. The reactants are Pd-PEPPSI-IPr, BrC=1C(=NC(=NC1N1N=CC=C1)N1N=CC=C1)N (5-bromo-2,6-di(1H-pyrazol-1-yl)pyrimidin-4-amine), [F-].[Cs+] (cesium fluoride), 0.15, C(CCC)[Sn](C=1SC=CN1)(CCCC)CCCC (2-tributylstannylthiazole). Conditions: temperature 80 celsius, time 24 hour. The product is N1(N=CC=C1)C1=NC(=C(C(=N1)N)C=1SC=CN1)N1N=CC=C1 (2,6-di(1H-pyrazol-1-yl)-5-(thiazol-2-yl)pyrimidin-4-amine). Isolated yield 47.2%. Reaction SMILES: Br[C:2]1[C:3]([NH2:18])=[N:4][C:5]([N:13]2[CH:17]=[CH:16][CH:15]=[N:14]2)=[N:6][C:7]=1[N:8]1[CH:12]=[CH:11][CH:10]=[N:9]1.[F-].[Cs+].C([Sn](CCCC)(CCCC)[C:26]1[S:27][CH:28]=[CH:29][N:30]=1)CCC>>[N:13]1([C:5]2[N:4]=[C:3]([NH2:18])[C:2]([C:26]3[S:27][CH:28]=[CH:29][N:30]=3)=[C:7]([N:8]3[CH:12]=[CH:11][CH:10]=[N:9]3)[N:6]=2)[CH:17]=[CH:16][CH:15]=[N:14]1 |f:1.2|. Procedure details: A mixture of 8.9 mg (13.1 μmol) of Pd-PEPPSI-IPr-catalyst, 0.1 g (0.33 mmol) of 5-bromo-2,6-di(1H-pyrazol-1-yl)pyrimidin-4-amine (Example 1), 0.1 g (0.65 mmol) of cesium fluoride and activated, crushed 4 Å molecular sieves (33 mg) in a glass vial was purged with argon and 1 ml of dioxane was added. 0.15 (0.39 mmol) of 2-tributylstannylthiazole was then added and the reaction was stirred at 80° C. for 24 h. The mixture was filtered throw celite/CsF. The solvent was removed in vacuum. The residue ... Starting materials: NC=1C(=NC2=CC=CC=C2C1C(=O)O)C1=CC=CC=C1 (3-amino-2-phenylquinoline-4-carboxylic acid), C(C)[C@@H](C1=CC=CC=C1)N ((S)-α-ethyl benzylamine), C1CCC(CC1)N=C=NC2CCCCC2 (DCC), ON1N=NC2=C1C=CC=C2 (1-hydroxybenzotriazole). Run in 7/3, C1CCOC1.CC#N (THF CH3CN), C(Cl)Cl (CH2Cl2), C(Cl)Cl (CH2Cl2). Run at temperature 0 celsius, time 30 minute. Product: C(C)[C@@H](C1=CC=CC=C1)NC(=O)C1=C(C(=NC2=CC=CC=C12)C1=CC=CC=C1)N ((S)-N-(α-ethylbenzyl)-3-amino-2-phenylquinoline-4-carboxamide). Yield: 78.2%. As a reaction SMILES: [NH2:1][C:2]1[C:3]([C:15]2[CH:20]=[CH:19][CH:18]=[CH:17][CH:16]=2)=[N:4][C:5]2[C:10]([C:11]=1[C:12]([OH:14])=O)=[CH:9][CH:8]=[CH:7][CH:6]=2.ON1C2C=CC=CC=2N=N1.[CH2:31]([C@H:33]([NH2:40])[C:34]1[CH:39]=[CH:38][CH:37]=[CH:36][CH:35]=1)[CH3:32].C1CCC(N=C=NC2CCCCC2)CC1>C1COCC1.CC#N.C(Cl)Cl>[CH2:31]([C@H:33]([NH:40][C:12]([C:11]1[C:10]2[C:5](=[CH:6][CH:7]=[CH:8][CH:9]=2)[N:4]=[C:3]([C:15]2[CH:20]=[CH:19][CH:18]=[CH:17][CH:16]=2)[C:2]=1[NH2:1])=[O:14])[C:34]1[CH:39]=[CH:38][CH:37]=[CH:36][CH:35]=1)[CH3:32] |f:4.5|. Procedure details: 1.5 g (5.7 mmol) of 3-amino-2-phenylquinoline-4-carboxylic acid (CAS [36735-26-9]) were dissolved in 140 ml of a 7/3 mixture of THF/CH3CN; 1.5 g (11.1 mmol) of 1-hydroxybenzotriazole (HOBT) were added and 1.15 g (8.5 mmol) of (S)-α-ethyl benzylamine dissolved in 10 ml of CH2Cl2 were added dropwise. After cooling of the reaction mixture to 0° C., 1.4 g (6.7 mmol) of dicyclohexylcarbodiimmide (DCC) dissolved in 10 ml of CH2Cl2 were added dropwise. The solution was kept at 0° C. for 30 minutes and ... Reactants: ClC=1C=CC(=C(C(=O)O)C1)OC (5-chloro-2-methoxybenzoic acid), C1=CN(C=N1)C(=O)N2C=CN=C2 (N,N-carbonyldiimidazole), C(CC(=O)[O-])(=O)OCC.[K+] (potassium ethyl malonate), [Cl-].[Mg+2].[Cl-] (magnesium chloride), [Cl-].[Mg+2].[Cl-] (magnesium chloride), acyl-imidazole, acyl-imidazole. Solvent: O1CCCC1 (tetrahydrofuran), O1CCCC1 (tetrahydrofuran). Reaction conditions: time 1.5 hour. The product is ClC=1C=CC(=C(C1)C(CC(=O)OCC)=O)OC (ethyl 3-(5-chloro-2-methoxyphenyl)-3-oxopropanoate). As a reaction SMILES: [Cl:1][C:2]1[CH:3]=[CH:4][C:5]([O:11][CH3:12])=[C:6]([CH:10]=1)[C:7]([OH:9])=O.C1N=CN(C(N2C=NC=C2)=O)C=1.[C:25]([O:31][CH2:32][CH3:33])(=[O:30])[CH2:26]C([O-])=O.[K+].[Cl-].[Mg+2].[Cl-]>O1CCCC1>[Cl:1][C:2]1[CH:3]=[CH:4][C:5]([O:11][CH3:12])=[C:6]([C:7](=[O:9])[CH2:26][C:25]([O:31][CH2:32][CH3:33])=[O:30])[CH:10]=1 |f:2.3,4.5.6|. Procedure details: To a stirring solution of 5-chloro-2-methoxybenzoic acid (1.87 g, 10.0 mmol, 1 eq) in 20 mL tetrahydrofuran was added N,N-carbonyldiimidazole (1.64 g, 10.1 mmol, 1.01 eq), and stirring was continued for twenty minutes to generate the acyl-imidazole. Separately, potassium ethyl malonate (4.08 g, 24.0 mmol, 2.39 eq) and magnesium chloride (1.15 g, 12.1 mmol, 1.20 eq) were suspended in 20 mL tetrahydrofuran. To the magnesium chloride mixture was added the acyl-imidazole solution. Stirring was conti...